Dataset: the Open Reaction Database (ORD), a public repository of structured organic reaction records. Task: describe an organic reaction: reactants, conditions, products, and yield As a reaction SMILES: [CH3:25][C:26](=[O:27])[OH:28].[CH:1]12[C:2](=[O:11])[CH:3]3[CH2:4][CH:5]([CH2:6][CH:7]([CH2:8]1)[CH2:9]3)[CH2:10]2.[O:24].[OH:12][N:13]1[C:14](=[O:15])[c:16]2[cH:17][cH:18][cH:19][cH:20][c:21]2[C:22]1=[O:23]>>[CH:1]12[C:2](=[O:11])[CH:3]3[CH2:4][CH:5]([CH2:6][C:7]([OH:12])([CH2:8]1)[CH2:9]3)[CH2:10]2. The reactants are CC(=O)O, O=C1C2CC3CC(C2)CC1C3, O, O=C1c2ccccc2C(=O)N1O. The product is O=C1C2CC3CC1CC(O)(C3)C2. Reactants: N[C@@H](CCCNC(=O)OC(C)(C)C)C(=O)O (H-Orn(Boc)-OH), CC(OCC)=O.C(C)OCC (EA diethyl ether), O (H2O), N-hydroxysuccinimide ester, C(C)(=O)O (acetic acid). The solvent is CN(C)C=O (DMF). The product is N([C@@H](CCCNC(=O)OC(C)(C)C)C(=O)O)C(=O)C (Ac-Orn(Boc)-OH). Isolated yield 88.0%. As a reaction SMILES: [NH2:1][C@H:2]([C:14]([OH:16])=[O:15])[CH2:3][CH2:4][CH2:5][NH:6][C:7]([O:9][C:10]([CH3:13])([CH3:12])[CH3:11])=[O:8].[C:17](O)(=[O:19])[CH3:18].O.CC(=O)OCC.C(OCC)C>CN(C=O)C>[NH:1]([C:17]([CH3:18])=[O:19])[C@H:2]([C:14]([OH:16])=[O:15])[CH2:3][CH2:4][CH2:5][NH:6][C:7]([O:9][C:10]([CH3:11])([CH3:12])[CH3:13])=[O:8] |f:3.4|. Procedure details: 9.3 g of H-Orn(Boc)-OH, 5.0 g of the N-hydroxysuccinimide ester of acetic acid and 4.1 ml of NEM in 50 ml of DMF and 10 ml of H2O are allowed to react at room temperature for 3 days. The solvent is evaporated off in vacuo, and the residue is chromatographed on silica gel (system 4). 9.6 g of Ac-Orn(Boc)-OH (yield: 88%) readily crystallize from EA/diethyl ether. MS (FAB): 275 (M+1). The reactants are N1=CC(=CC2=CC=CC=C12)B(O)O (3-quinoline boronic acid), [O-]P(=O)([O-])[O-].[K+].[K+].[K+] (K3PO4), C(Cl)Cl (CH2Cl2), C[Si](CCOCN(C1=CC(=NC=2N1N=CC2I)C2CCC(CC2)CC(=O)OCC)COCC[Si](C)(C)C)(C)C (ethyl 2-(4-(7-(bis((2-(trimethylsilyl)ethoxy)methyl)amino)-3-iodopyrazolo[1,5-a]pyrimidin-5-yl)cyclohexyl)acetate). Reagents/catalysts: C1=CC=C(C=C1)P([C-]2C=CC=C2)C3=CC=CC=C3.C1=CC=C(C=C1)P([C-]2C=CC=C2)C3=CC=CC=C3.Cl[Pd]Cl.[Fe+2] (PdCl2(dppf)). Solvent: O1CCOCC1 (dioxane). Conditions: temperature 100 celsius, time 18 hour. Yields the product C[Si](CCOCN(C1=CC(=NC=2N1N=CC2C=2C=NC1=CC=CC=C1C2)C2CCC(CC2)CC(=O)OCC)COCC[Si](C)(C)C)(C)C (ethyl 2-(4-(7-(bis((2-(trimethylsilyl)ethoxy)methyl)amino)-3-(quinolin-3-yl)pyrazolo[1,5-a]pyrimidin-5-yl)cyclohexyl)acetate). The yield is 58.6%. Reaction SMILES: [N:1]1[C:10]2[C:5](=[CH:6][CH:7]=[CH:8][CH:9]=2)[CH:4]=[C:3](B(O)O)[CH:2]=1.[O-]P([O-])([O-])=O.[K+].[K+].[K+].C(Cl)Cl.[CH3:25][Si:26]([CH3:63])([CH3:62])[CH2:27][CH2:28][O:29][CH2:30][N:31]([CH2:54][O:55][CH2:56][CH2:57][Si:58]([CH3:61])([CH3:60])[CH3:59])[C:32]1[N:37]2[N:38]=[CH:39][C:40](I)=[C:36]2[N:35]=[C:34]([CH:42]2[CH2:47][CH2:46][CH:45]([CH2:48][C:49]([O:51][CH2:52][CH3:53])=[O:50])[CH2:44][CH2:43]2)[CH:33]=1>O1CCOCC1.C1C=CC(P(C2C=CC=CC=2)[C-]2C=CC=C2)=CC=1.C1C=CC(P(C2C=CC=CC=2)[C-]2C=CC=C2)=CC=1.Cl[Pd]Cl.[Fe+2]>[CH3:61][Si:58]([CH3:59])([CH3:60])[CH2:57][CH2:56][O:55][CH2:54][N:31]([CH2:30][O:29][CH2:28][CH2:27][Si:26]([CH3:63])([CH3:62])[CH3:25])[C:32]1[N:37]2[N:38]=[CH:39][C:40]([C:3]3[CH:2]=[N:1][C:10]4[C:5]([CH:4]=3)=[CH:6][CH:7]=[CH:8][CH:9]=4)=[C:36]2[N:35]=[C:34]([CH:42]2[CH2:47][CH2:46][CH:45]([CH2:48][C:49]([O:51][CH2:52][CH3:53])=[O:50])[CH2:44][CH2:43]2)[CH:33]=1 |f:1.2.3.4,8.9.10.11|. Procedure details: To a 40 mL scintillation vial was charged 3-quinoline boronic acid (0.73 mmol, 127 mg), K3PO4 (1.46 mmol, 310 mg) and PdCl2(dppf).CH2Cl2 (0.049 mmol, 40 mg). To this mixture was added a solution of ethyl 2-(4-(7-(bis((2-(trimethylsilyl)ethoxy)methyl)amino)-3-iodopyrazolo[1,5-a]pyrimidin-5-yl)cyclohexyl)acetate (335 mg, 0.49 mmol) in dioxane (9 mL). To this suspension was added distilled H2O (1 mL). The resulting solution was stirred at 100° C. for 18 hours. The reaction was concentrated in vacuo... Starting materials: COC(=O)C1=CN(C(C=C1)=O)CCN (1-(2-aminoethyl)-1,6-dihydro-6-oxo-3-pyridinecarboxylic acid methyl ester), ClC=1C=CC(=C(C(=O)Cl)C1)OC (5-chloro-2-methoxybenzoyl chloride). Run in ClCCl (dichloromethane), N1=CC=CC=C1 (pyridine). The product is COC(=O)C1=CN(C(C=C1)=O)CCNC(C1=C(C=CC(=C1)Cl)OC)=O (1-[2-(5-Chloro-2-methoxybenzoylamino)ethyl]-1,6-dihydro-6-oxo-3-pyridinecarboxylic acid methyl ester). As a reaction SMILES: [CH3:1][O:2][C:3]([C:5]1[CH:10]=[CH:9][C:8](=[O:11])[N:7]([CH2:12][CH2:13][NH2:14])[CH:6]=1)=[O:4].[Cl:15][C:16]1[CH:17]=[CH:18][C:19]([O:25][CH3:26])=[C:20]([CH:24]=1)[C:21](Cl)=[O:22]>ClCCl.N1C=CC=CC=1>[CH3:1][O:2][C:3]([C:5]1[CH:10]=[CH:9][C:8](=[O:11])[N:7]([CH2:12][CH2:13][NH:14][C:21](=[O:22])[C:20]2[CH:24]=[C:16]([Cl:15])[CH:17]=[CH:18][C:19]=2[O:25][CH3:26])[CH:6]=1)=[O:4]. Procedure details: 1-(2-aminoethyl)-1,6-dihydro-6-oxo-3-pyridinecarboxylic acid methyl ester (0.985 g, 5.0 mmol) was reacted with 5-chloro-2-methoxybenzoyl chloride (1.04 g, 5.1 mmol) in dichloromethane (25 ml) and pyridine (10 ml). After an aqueous work-up, purification via flash column chromotography (silica gel, 8% methanol/dichloromethane) gave the product, MP: 149°-150° C. Reactants: FC=1C=C2C=3C(=NNC(C3C1)=O)[C@@H]([C@H](N2)C2=CC=C(C=C2)F)C2=NC=NN2C ((8S,9R)-5-fluoro-8-(4-fluorophenyl)-9-(1-methyl-1H-1,2,4-triazol-5-yl)-8,9-dihydro-2H-pyrido[4,3,2-de]phthalazin-3(7H)-one), CC=1C=CC(=CC1)S(=O)(=O)O (TsOH). Solvent: C1CCOC1 (THF), C1CCOC1 (THF). Reaction conditions: temperature 5 celsius, time 30 minute. Yields the product S(=O)(=O)(O)C1=CC=C(C)C=C1.FC=1C=C2C=3C(=NNC(C3C1)=O)[C@@H]([C@H](N2)C2=CC=C(C=C2)F)C2=NC=NN2C ((8S,9R)-5-fluoro-8-(4-fluorophenyl)-9-(1-methyl-1H-1,2,4-triazol-5-yl)-8,9-dihydro-2H-pyrido[4,3,2-de]phthalazin-3(7H)-one tosylate salt), solid. The yield is 89.0%. As a reaction SMILES: [F:1][C:2]1[CH:3]=[C:4]2[NH:15][C@H:14]([C:16]3[CH:21]=[CH:20][C:19]([F:22])=[CH:18][CH:17]=3)[C@@H:13]([C:23]3[N:27]([CH3:28])[N:26]=[CH:25][N:24]=3)[C:6]3=[N:7][NH:8][C:9](=[O:12])[C:10]([CH:11]=1)=[C:5]23.[CH3:29][C:30]1[CH:31]=[CH:32][C:33]([S:36]([OH:39])(=[O:38])=[O:37])=[CH:34][CH:35]=1>C1COCC1>[S:36]([C:33]1[CH:34]=[CH:35][C:30]([CH3:29])=[CH:31][CH:32]=1)([OH:39])(=[O:38])=[O:37].[F:1][C:2]1[CH:3]=[C:4]2[NH:15][C@H:14]([C:16]3[CH:21]=[CH:20][C:19]([F:22])=[CH:18][CH:17]=3)[C@@H:13]([C:23]3[N:27]([CH3:28])[N:26]=[CH:25][N:24]=3)[C:6]3=[N:7][NH:8][C:9](=[O:12])[C:10]([CH:11]=1)=[C:5]23 |f:3.4|. Procedure details: Variation 1: To a solution of (8S,9R)-5-fluoro-8-(4-fluorophenyl)-9-(1-methyl-1H-1,2,4-triazol-5-yl)-8,9-dihydro-2H-pyrido[4,3,2-de]phthalazin-3(7H)-one (12.4 g) in THF (40 vols) was slowly added a solution of TsOH (1.05 equiv.) in THF (5 vols) at 50° C.˜54° C. The mixture was stirred for additional 30 minutes at this temperature. The mixture was then concentrated down to 3˜5 vols by distillation at 30° C.-40° C. under reduced pressure (vacuum:—0.07 MPa˜−0.08 MPa). Further removal of THF solvent... The reactants are [N+](=O)([O-])C1=CC=C(CC(C2=CC=CC=C2)C#N)C=C1 (4-nitrobenzyl-benzylcyanide), [Sn] (tin), Cl (hydrochloric acid). The solvent is C(C)O (ethanol). Yields the product NC1=CC=C(CC(C2=CC=CC=C2)C#N)C=C1 (4-aminobenzyl-benzylcyanide). RXN SMILES: [N+:1]([C:4]1[CH:19]=[CH:18][C:7]([CH2:8][CH:9]([C:16]#[N:17])[C:10]2[CH:15]=[CH:14][CH:13]=[CH:12][CH:11]=2)=[CH:6][CH:5]=1)([O-])=O.[Sn].Cl>C(O)C>[NH2:1][C:4]1[CH:5]=[CH:6][C:7]([CH2:8][CH:9]([C:16]#[N:17])[C:10]2[CH:15]=[CH:14][CH:13]=[CH:12][CH:11]=2)=[CH:18][CH:19]=1 |^3:19|. Procedure: Analogous to this formula, 5.8 g=95.1% of the theoretical yield or 2.4 g=80.0% of the theoretical yield of 4-aminobenzyl-benzylcyanide is prepared from 7.0 g or 3.4 g of 4-nitrobenzyl-benzylcyanide, with 6.1 or 3.0 g of tin, 95.4 ml or 46.3 ml of ethanol and 27.7 ml or 13.5 ml of hydrochloric acid, 32%. The two raw products are combined and chromatographed (silica gel 0.063-0.2 mm, developing agent diethyl ether: petroleum ether--2:1). Product: BrC1=CC=C2C(N3C(=NC2=C1)CN(CC3)C(C)CC)=O (9-bromo-2-sec-butyl-3,4-dihydro-1H-pyrazino[2,1-b]quinazolin-6(2H)-one). Solvent: CN(C)C=O (DMF). RXN SMILES: [Br:1][C:2]1[CH:11]=[C:10]2[C:5]([C:6](=[O:16])[N:7]3[CH2:15][CH2:14][NH:13][CH2:12][C:8]3=[N:9]2)=[CH:4][CH:3]=1.Br[CH:18]([CH2:20][CH3:21])[CH3:19]>CN(C=O)C>[Br:1][C:2]1[CH:11]=[C:10]2[C:5]([C:6](=[O:16])[N:7]3[CH2:15][CH2:14][N:13]([CH:18]([CH2:20][CH3:21])[CH3:19])[CH2:12][C:8]3=[N:9]2)=[CH:4][CH:3]=1. The reactants are BrC1=CC=C2C(N3C(=NC2=C1)CNCC3)=O (9-bromo-3,4-dihydro-1H-pyrazino[2,1-b]quinazolin-6(2H)-one), BrC(C)CC (2-bromobutane). Procedure: A solution of 9-bromo-3,4-dihydro-1H-pyrazino[2,1-b]quinazolin-6(2H)-one (30 mg, 0.11 mmol) and excess 2-bromobutane in DMF (5 mL) was stirred at 140° C. for 6 h. Then the reaction mixture was concentrated and purified by column chromatography to give the desired product. MS (ESI): 336, 338 (MH+).